This data is from the Open Reaction Database (ORD), a public repository of structured organic reaction records. The task is: describe an organic reaction: reactants, conditions, products, and yield Starting materials: C1(=CC=CC=C1)C1=C(N=CS1)C(=O)O (5-phenyl-1,3-thiazole-4-carboxylic acid), TEA, N12CCCC(CCC1)(C2)CO (1-azabicyclo[3.3.1]non-5-yl methanol), CN(C)C=O (DMF), DPPA(486 μL), C(\C=C\C(=O)O)(=O)O (fumaric acid). The solvent is O (water), C(Cl)(Cl)Cl (CHCl3), C1(=CC=CC=C1)C (toluene), C1(=CC=CC=C1)C (toluene), CCO (EtOH), CCO (EtOH). Run at time 30 minute. Yields the product C(\C=C\C(=O)O)(=O)O.N12CCCC(CCC1)(C2)CN(C(O)=O)C=2N=CSC2C2=CC=CC=C2 (1-azabicyclo[3.3.1]non-5-ylmethyl(5-phenyl-1,3-thiazol-4-yl)carbamate fumarate). Reaction SMILES: [C:1]1([C:7]2[S:11][CH:10]=[N:9][C:8]=2C(O)=O)[CH:6]=[CH:5][CH:4]=[CH:3][CH:2]=1.[N:15]12[CH2:23][C:19]([CH2:24]O)([CH2:20][CH2:21][CH2:22]1)[CH2:18][CH2:17][CH2:16]2.C[N:27]([CH:29]=[O:30])C.[C:31]([OH:38])(=[O:37])/[CH:32]=[CH:33]/[C:34]([OH:36])=[O:35]>C1(C)C=CC=CC=1.CCO.O.C(Cl)(Cl)Cl>[C:31]([OH:38])(=[O:37])/[CH:32]=[CH:33]/[C:34]([OH:36])=[O:35].[N:15]12[CH2:23][C:19]([CH2:24][N:27]([C:8]3[N:9]=[CH:10][S:11][C:7]=3[C:1]3[CH:2]=[CH:3][CH:4]=[CH:5][CH:6]=3)[C:29](=[O:30])[OH:35])([CH2:18][CH2:17][CH2:16]1)[CH2:20][CH2:21][CH2:22]2 |f:8.9|. Procedure details: To a solution of 5-phenyl-1,3-thiazole-4-carboxylic acid (385 mg) in toluene (5 mL) was added TEA (314 μL) at room temperature. Next, DPPA(486 μL) was added dropwise, followed by stirring at the same temperature for 30 minutes. After stirring at 90° C. for 5 minutes, a mixture of 1-azabicyclo[3.3.1]non-5-yl methanol (291 mg), DMF (1 mL), and toluene (4 mL) was added thereto, followed by stirring at 90° C. for 30 minutes. The reaction mixture was cooled to room temperature, and CHCl3 and water we...